Task: describe an organic reaction: reactants, conditions, products, and yield. Dataset: the Open Reaction Database (ORD), a public repository of structured organic reaction records Run at time 3.5 day. Procedure: To a solution of methyl 7-hydroxy-1,1-dioxo-2,3-dihydro-1-benzothiepine-4-carboxylate (300 mg), 4-ethoxybenzyl alcohol (0.36 g) and triphenylphosphine (0.62 g) in THF (10 ml) was added at 0° C. diisopropyl azodicarboxylate (0.47 ml), and the resulting mixture was stirred at room temperature for 3.5 days. After concentration under reduced pressure, the residue was subjected to separation and purification using column chromatography (ethyl acetate/hexane 1:1) to obtain methyl 7-[(4-ethoxybenzyl)ox... The solvent is C1CCOC1 (THF). The yield is 62.0%. As a reaction SMILES: [OH:1][C:2]1[CH:3]=[CH:4][C:5]2[S:11](=[O:13])(=[O:12])[CH2:10][CH2:9][C:8]([C:14]([O:16][CH3:17])=[O:15])=[CH:7][C:6]=2[CH:18]=1.[CH2:19]([O:21][C:22]1[CH:29]=[CH:28][C:25]([CH2:26]O)=[CH:24][CH:23]=1)[CH3:20].C1(P(C2C=CC=CC=2)C2C=CC=CC=2)C=CC=CC=1.N(C(OC(C)C)=O)=NC(OC(C)C)=O>C1COCC1>[CH2:19]([O:21][C:22]1[CH:29]=[CH:28][C:25]([CH2:26][O:1][C:2]2[CH:3]=[CH:4][C:5]3[S:11](=[O:13])(=[O:12])[CH2:10][CH2:9][C:8]([C:14]([O:16][CH3:17])=[O:15])=[CH:7][C:6]=3[CH:18]=2)=[CH:24][CH:23]=1)[CH3:20]. Reactants: OC=1C=CC2=C(C=C(CCS2(=O)=O)C(=O)OC)C1 (methyl 7-hydroxy-1,1-dioxo-2,3-dihydro-1-benzothiepine-4-carboxylate), C(C)OC1=CC=C(CO)C=C1 (4-ethoxybenzyl alcohol), C1(=CC=CC=C1)P(C1=CC=CC=C1)C1=CC=CC=C1 (triphenylphosphine), N(=NC(=O)OC(C)C)C(=O)OC(C)C (diisopropyl azodicarboxylate). Yields the product C(C)OC1=CC=C(COC=2C=CC3=C(C=C(CCS3(=O)=O)C(=O)OC)C2)C=C1 (methyl 7-[(4-ethoxybenzyl)oxy]-1,1-dioxo-2,3-dihydro-1-benzothiepine-4-carboxylate). Reactants: C(C1=CC=CC=C1)Cl (benzyl chloride), C(COCCOCCOCCOCCO)O (Pentaethylene glycol), [OH-].[K+] (potassium hydroxide), O (water). Run in C(Cl)Cl (methylene chloride). Run at temperature 130 celsius, time 15 minute. Yields the product C(C1=CC=CC=C1)OCCOCCOCCOCCOCCO ([2-(2-{2-[2-(2-benzyloxy-ethoxy)-ethoxy]-ethoxy}-ethoxy)]ethanol), oil. The yield is 32.0%. RXN SMILES: [CH2:1]([OH:16])[CH2:2][O:3][CH2:4][CH2:5][O:6][CH2:7][CH2:8][O:9][CH2:10][CH2:11][O:12][CH2:13][CH2:14][OH:15].[OH-].[K+].[CH2:19](Cl)[C:20]1[CH:25]=[CH:24][CH:23]=[CH:22][CH:21]=1.O>C(Cl)Cl>[CH2:19]([O:15][CH2:14][CH2:13][O:12][CH2:11][CH2:10][O:9][CH2:8][CH2:7][O:6][CH2:5][CH2:4][O:3][CH2:2][CH2:1][OH:16])[C:20]1[CH:25]=[CH:24][CH:23]=[CH:22][CH:21]=1 |f:1.2|. Procedure: To Compound 1 (5.2 g, 21.8 mmol), potassium hydroxide (1.2 g, 21.4 mmol) was added; this was followed by stirring on an oil bath at 130° C. for 15 minutes, after which the oil bath was removed and benzyl chloride (2.7 g, 21.3 mmol) was gradually added. This was again heated to 130° C. and stirred for 2 hours. After the solution was allowed to cool to room temperature, water was poured to stop the reaction, and extraction from methylene chloride was conducted. The combined organic phases were dri... Starting materials: OC(CC)C1=CC=C(CCNS(=O)(=O)C2=CC=C(C=C2)Cl)C=C1 (4-chlorobenzenesulphonic acid-4-(1-hydroxypropyl)-phenethyamide), C(Cl)Cl (methylene chloride), Cl (hydrochloric acid). Run in O (water). The product is ClC(CC)C1=CC=C(CCNS(=O)(=O)C2=CC=C(C=C2)Cl)C=C1 (4-Chlorobenzenesulphonic acid-[4-(1-chloropropyl)-phenethylamide]). RXN SMILES: O[CH:2]([C:5]1[CH:23]=[CH:22][C:8]([CH2:9][CH2:10][NH:11][S:12]([C:15]2[CH:20]=[CH:19][C:18]([Cl:21])=[CH:17][CH:16]=2)(=[O:14])=[O:13])=[CH:7][CH:6]=1)[CH2:3][CH3:4].C(Cl)[Cl:25].Cl>O>[Cl:25][CH:2]([C:5]1[CH:23]=[CH:22][C:8]([CH2:9][CH2:10][NH:11][S:12]([C:15]2[CH:20]=[CH:19][C:18]([Cl:21])=[CH:17][CH:16]=2)(=[O:14])=[O:13])=[CH:7][CH:6]=1)[CH2:3][CH3:4]. Reported procedure: A mixture of 26.7 g. (75.4 mmole) 4-chlorobenzenesulphonic acid-4-(1-hydroxypropyl)-phenethyamide], 200 ml. methylene chloride and 100 ml. concentrated hydrochloric acid is vigorously stirred for 1 hour, then diluted with water and the methylene chloride phase is separated off. It is washed with water and sodium bicarbonate solution, dried with anhydrous sodium sulphate and evaporated. Yield quantitative; m.p. 90°-91° C.